The task is: describe an organic reaction: reactants, conditions, products, and yield. This data is from the Open Reaction Database (ORD), a public repository of structured organic reaction records. Reactants: ON(C1=C(C(=O)N)C=CC(=C1)N1N=C(C=2C1=NC=CC2N2C=NC(=C2)C=2C=NN(C2)CC2=CC=CC=C2)C(C)C)C2CCCCC2 (2-(Hydroxycyclohexylamino)-4-{3-isopropyl-4-(4-(1-benzyl-1H-pyrazol-4-yl)-1H-imidazol-1-yl)-1H-pyrazolo[3,4-b]pyridin-1-yl}benzamide), C(C)O (ethanol), C1=CCCCC1 (cyclohexene). Reagents/catalysts: [OH-].[Pd+2].[OH-] (Palladium hydroxide). Reaction conditions: temperature 80 celsius, time 24 hour. The product is N1N=CC(=C1)C=1N=CN(C1)C1=C2C(=NC=C1)N(N=C2C(C)C)C2=CC(=C(C(=O)N)C=C2)NC2CCC(CC2)O (4-{4-(4-(1H-Pyrazol-4-yl)-1H-imidazol-1-yl)-3-isopropyl-1H-pyrazolo[3,4-b]pyridin-1-yl}-2-(4-hydroxycyclohexylamino)benzamide). Yield: 56.0%. Reaction SMILES: O[N:2]([CH:41]1[CH2:46][CH2:45][CH2:44][CH2:43][CH2:42]1)[C:3]1[CH:11]=[C:10]([N:12]2[C:16]3=[N:17][CH:18]=[CH:19][C:20]([N:21]4[CH:25]=[C:24]([C:26]5[CH:27]=[N:28][N:29](CC6C=CC=CC=6)[CH:30]=5)[N:23]=[CH:22]4)=[C:15]3[C:14]([CH:38]([CH3:40])[CH3:39])=[N:13]2)[CH:9]=[CH:8][C:4]=1[C:5]([NH2:7])=[O:6].C1CCCCC=1.C([OH:55])C>[OH-].[Pd+2].[OH-]>[NH:29]1[CH:30]=[C:26]([C:24]2[N:23]=[CH:22][N:21]([C:20]3[CH:19]=[CH:18][N:17]=[C:16]4[N:12]([C:10]5[CH:9]=[CH:8][C:4]([C:5]([NH2:7])=[O:6])=[C:3]([NH:2][CH:41]6[CH2:46][CH2:45][CH:44]([OH:55])[CH2:43][CH2:42]6)[CH:11]=5)[N:13]=[C:14]([CH:38]([CH3:39])[CH3:40])[C:15]=34)[CH:25]=2)[CH:27]=[N:28]1 |f:3.4.5|. Reported procedure: Compound (93) (0.010 g) was dissolved in ethanol (1.0 mL). Palladium hydroxide (0.020 g) and cyclohexene (0.5 mL) were added to the resulting solution, followed by stirring under a nitrogen atmosphere at 80° C. for 24 hr. The reaction solution was filtered through celite, and the solvent was distilled away. The residue was purified by neutral silica gel column chromatography (chloroform/methanol) to obtain compound (95) (0.005 g, 56%) as a white solid.